This data is from the Open Reaction Database (ORD), a public repository of structured organic reaction records. The task is: describe an organic reaction: reactants, conditions, products, and yield Reactants: ClC1=NC(=NC=N1)NC1=CC(=CC=C1)CS(=O)(=O)C (4-chloro-N-{3-[(methylsulfonyl)methyl]phenyl}-1,3,5-triazin-2-amine), FC(OC1=C(C=CC=C1)B(O)O)(F)F ([2-(trifluoromethoxy)phenyl]boronic acid). Product: CS(=O)(=O)CC=1C=C(C=CC1)NC1=NC=NC(=N1)C1=C(C=CC=C1)OC(F)(F)F (N-{3-[(Methylsulfonyl)methyl]phenyl}-4-[2-(trifluoromethoxy)phenyl]-1,3,5-triazin-2-amine). As a reaction SMILES: Cl[C:2]1[N:7]=[CH:6][N:5]=[C:4]([NH:8][C:9]2[CH:14]=[CH:13][CH:12]=[C:11]([CH2:15][S:16]([CH3:19])(=[O:18])=[O:17])[CH:10]=2)[N:3]=1.[F:20][C:21]([F:33])([F:32])[O:22][C:23]1[CH:28]=[CH:27][CH:26]=[CH:25][C:24]=1B(O)O>>[CH3:19][S:16]([CH2:15][C:11]1[CH:10]=[C:9]([NH:8][C:4]2[N:3]=[C:2]([C:24]3[CH:25]=[CH:26][CH:27]=[CH:28][C:23]=3[O:22][C:21]([F:20])([F:33])[F:32])[N:7]=[CH:6][N:5]=2)[CH:14]=[CH:13][CH:12]=1)(=[O:18])=[O:17]. Procedure: Example 7 was prepared under similar conditions as described in the preparation of Example 1 using crude 4-chloro-N-{3-[(methylsulfonyl)methyl]phenyl}-1,3,5-triazin-2-amine and [2-(trifluoromethoxy)phenyl]boronic acid (ABCR GmbH & CO. KG). The batch was purified by preparative HPLC: Reactants: CCN=C=NCCCN(C)C, CN(C)C=O, O=C(O)c1cc(Cl)nc2[nH]ccc12, Cl, On1nnc2ccccc21, NC1c2cccc(-c3nc4ccncc4[nH]3)c2-n2cccc21. As a reaction SMILES: [CH3:37][N:38]([CH3:39])[CH2:40][CH2:41][CH2:42][N:43]=[C:44]=[N:45][CH2:46][CH3:47].[CH3:58][N:59]([CH3:60])[CH:61]=[O:62].[Cl:23][c:24]1[cH:25][c:26]([C:33](=[O:34])[OH:35])[c:27]2[c:28]([n:29]1)[nH:30][cH:31][cH:32]2.[ClH:36].[OH:48][n:49]1[c:50]2[cH:51][cH:52][cH:53][cH:54][c:55]2[n:56][n:57]1.[n:1]1[c:2](-[c:10]2[cH:11][cH:12][cH:13][c:14]3[c:18]2-[n:17]2[c:16]([cH:21][cH:20][cH:19]2)[CH:15]3[NH2:22])[nH:3][c:4]2[cH:5][n:6][cH:7][cH:8][c:9]12>>[n:1]1[c:2](-[c:10]2[cH:11][cH:12][cH:13][c:14]3[c:18]2-[n:17]2[c:16]([cH:21][cH:20][cH:19]2)[CH:15]3[NH:22][C:33]([c:26]2[cH:25][c:24]([Cl:23])[n:29][c:28]3[c:27]2[cH:32][cH:31][nH:30]3)=[O:34])[nH:3][c:4]2[cH:5][n:6][cH:7][cH:8][c:9]12. Yields the product O=C(NC1c2cccc(-c3nc4ccncc4[nH]3)c2-n2cccc21)c1cc(Cl)nc2[nH]ccc12. The reactants are ClC=1SC2=C(C1)C(CCC2)=O (2-chloro-6,7-dihydro-1-benzothiophen-4(5H)-one), C(C)[SiH](CC)CC (triethylsilane), O (water). As a reaction SMILES: [Cl:1][C:2]1[S:3][C:4]2[CH2:10][CH2:9][CH2:8][C:7](=O)[C:5]=2[CH:6]=1.C([SiH](CC)CC)C.O>ClCCl>[Cl:1][C:2]1[S:3][C:4]2[CH2:10][CH2:9][CH2:8][CH2:7][C:5]=2[CH:6]=1. Reported procedure: 111 g (594 mmol) of 2-chloro-6,7-dihydro-1-benzothiophen-4(5H)-one together with 414 g (3.57 mol) of triethylsilane are initially charged in 1.25 ml of dichloromethane, and 506 g (3.57 mol) of boron trifluoride/ether complex are added at room temperature. The reaction mixture is stirred at room temperature for 84 h and then added to water. The organic phase is dried over sodium sulphate and concentrated under reduced pressure. This gives 90.0 g of 2-chloro-4,5,6,7-tetrahydro-1-benzothiophene. The product is ClC=1SC2=C(C1)CCCC2 (2-Chloro-4,5,6,7-tetrahydro-1-benzothiophene). Reaction conditions: time 84 hour. Solvent: ClCCl (dichloromethane). The reactants are COC=1C=C2C(=NC=NC2=CC1OC)N1CCN(CC1)C(=O)NC1=CC=C(C=C1)C(=O)OCC (4-(6,7-dimethoxy-4-quinazolinyl)-N-(4-ethoxycarbonylphenyl)-1-piperazinecarboxamide), O.[OH-].[Li+] (lithium hydroxide monohydrate), O (water), O.[OH-].[Li+] (lithium hydroxide monohydrate). Run in O1CCOCC1 (1,4-dioxane). Run at time 4.5 hour. The product is C(=O)(O)C1=CC=C(C=C1)NC(=O)N1CCN(CC1)C1=NC=NC2=CC(=C(C=C12)OC)OC (N-(4-Carboxyphenyl)-4-(6,7-dimethoxy-4-quinazolinyl)-1-piperazinecarboxamide). The yield is 100.0%. Reaction SMILES: [CH3:1][O:2][C:3]1[CH:4]=[C:5]2[C:10](=[CH:11][C:12]=1[O:13][CH3:14])[N:9]=[CH:8][N:7]=[C:6]2[N:15]1[CH2:20][CH2:19][N:18]([C:21]([NH:23][C:24]2[CH:29]=[CH:28][C:27]([C:30]([O:32]CC)=[O:31])=[CH:26][CH:25]=2)=[O:22])[CH2:17][CH2:16]1.O.[OH-].[Li+].O>O1CCOCC1>[C:30]([C:27]1[CH:28]=[CH:29][C:24]([NH:23][C:21]([N:18]2[CH2:19][CH2:20][N:15]([C:6]3[C:5]4[C:10](=[CH:11][C:12]([O:13][CH3:14])=[C:3]([O:2][CH3:1])[CH:4]=4)[N:9]=[CH:8][N:7]=3)[CH2:16][CH2:17]2)=[O:22])=[CH:25][CH:26]=1)([OH:32])=[O:31] |f:1.2.3|. Reported procedure: To a solution of 390 mg (0.84 mmol) of 4-(6,7-dimethoxy-4-quinazolinyl)-N-(4-ethoxycarbonylphenyl)-1-piperazinecarboxamide obtained in Example 89 in 10 ml of 1,4-dioxane were added 70.4 mg (1.68 mmol) of lithium hydroxide monohydrate and 1 ml of water, followed by stirring at room temperature for 4.5 hours. To the resulting mixture was further added 70.4 mg (1.68 mmol) of lithium hydroxide monohydrate, followed by overnight stirring at room temperature. After the solvent was evaporated, water wa... The reactants are CI, CC(=O)O, CON=C1CC(C)(C)C(O)C(N(Cc2ccccc2)C(C)=O)C=C1C, [H-], [Na+], C1CCOC1, O. The product is CON=C1CC(C)(C)C(OC)C(N(Cc2ccccc2)C(C)=O)C=C1C. As a reaction SMILES: [CH3:33][I:34].[CH3:35][C:36](=[O:37])[OH:38].[CH3:6][O:7][N:8]=[C:9]1[C:10]([CH3:30])=[CH:11][CH:12]([N:19]([C:20]([CH3:21])=[O:22])[CH2:23][c:24]2[cH:25][cH:26][cH:27][cH:28][cH:29]2)[CH:13]([OH:18])[C:14]([CH3:16])([CH3:17])[CH2:15]1.[H-:31].[Na+:32].[O:1]1[CH2:2][CH2:5][CH2:4][CH2:3]1.[OH2:39]>>[CH3:2][O:18][CH:13]1[CH:12]([N:19]([C:20]([CH3:21])=[O:22])[CH2:23][c:24]2[cH:25][cH:26][cH:27][cH:28][cH:29]2)[CH:11]=[C:10]([CH3:30])[C:9](=[N:8][O:7][CH3:6])[CH2:15][C:14]1([CH3:16])[CH3:17]. The reactants are C(#N)C1=C(CN2C(N(C(=C2)C2=NC(=NC=C2)S(=O)C)C2=CC=C(C=C2)F)=O)C=CC=C1 (1-(2-cyano-benzyl)-3-(4-fluorophenyl)-4-(2-methylsulfinylpyrimidin-4-yl)-4-imidazolin-2-one), [H-].[Na+] (sodium hydride), C(CC(O)(C(=O)O)CC(=O)O)(=O)O (citric acid). Solvent: C(C)(C)O (isopropanol). Conditions: time 5 hour. Yields the product C(#N)C1=C(CN2C(N(C(=C2)C2=NC(=NC=C2)OC(C)C)C2=CC=C(C=C2)F)=O)C=CC=C1 (1-(2-Cyanobenzyl)-3-(4-fluorophenyl)-4-(2-isopropoxy-pyrimidin-4-yl)-4-imidazolin-2-one). RXN SMILES: [C:1]([C:3]1[CH:31]=[CH:30][CH:29]=[CH:28][C:4]=1[CH2:5][N:6]1[CH:10]=[C:9]([C:11]2[CH:16]=[CH:15][N:14]=[C:13](S(C)=O)[N:12]=2)[N:8]([C:20]2[CH:25]=[CH:24][C:23]([F:26])=[CH:22][CH:21]=2)[C:7]1=[O:27])#[N:2].[H-].[Na+].C(O)(=O)[CH2:35][C:36](CC(O)=O)([C:38](O)=O)[OH:37]>C(O)(C)C>[C:1]([C:3]1[CH:31]=[CH:30][CH:29]=[CH:28][C:4]=1[CH2:5][N:6]1[CH:10]=[C:9]([C:11]2[CH:16]=[CH:15][N:14]=[C:13]([O:37][CH:36]([CH3:38])[CH3:35])[N:12]=2)[N:8]([C:20]2[CH:25]=[CH:24][C:23]([F:26])=[CH:22][CH:21]=2)[C:7]1=[O:27])#[N:2] |f:1.2|. Procedure details: In 5 ml of isopropanol was suspended 100 mg of 1-(2-cyano-benzyl)-3-(4-fluorophenyl)-4-(2-methylsulfinylpyrimidin-4-yl)-4-imidazolin-2-one (Compound of Reference example 6(2) or Reference example 7(2)), 26.3 mg of sodium hydride was added to the mixture and the resulting mixture was stirred at room temperature for 5 hours. To the reaction mixture were successively added an aqueous citric acid solution and an aqueous sodium bicarbonate solution, and the resulting mixture was extracted with ethyl ... Yield: 80.0%. Reported procedure: 2.7 Grams of 4-methyl-7-(3-chloropropoxy)carbostyril and 1.8 g of sodium iodide are mixed with 50 ml of acetone and heated for 3 hours under refluxing conditions. Then 50 ml of dimethylformamide is added thereto and acetone is removed by distillation under reduced pressure. Next, 1.5 g of triethylamine and 1.8 g of 4-phenylpiperazine are added thereto and stirred for 3 hours at 80°-90° C. and dimethylformamide is removed by distillation under reduced pressure. To the residue thus obtained is add... Reactants: CC1=CC(NC2=CC(=CC=C12)OCCCCl)=O (4-methyl-7-(3-chloropropoxy)carbostyril), [I-].[Na+] (sodium iodide), Cl (hydrochloric acid), CN(C=O)C (dimethylformamide), C(O)([O-])=O.[Na+] (sodium hydrogencarbonate). Reaction SMILES: [CH3:1][C:2]1[C:11]2[C:6](=[CH:7][C:8]([O:12][CH2:13][CH2:14][CH2:15][Cl:16])=[CH:9][CH:10]=2)[NH:5][C:4](=[O:17])[CH:3]=1.[I-].[Na+].C(=O)([O-])O.[Na+].[ClH:25].[CH3:26][N:27]([CH3:30])[CH:28]=O>CO.CC(C)=O>[ClH:16].[ClH:25].[CH3:1][C:2]1[C:11]2[C:6](=[CH:7][C:8]([O:12][CH2:13][CH2:14][CH2:15][N:5]3[CH2:6][CH2:28][N:27]([C:30]4[CH:11]=[CH:10][CH:9]=[CH:8][CH:7]=4)[CH2:26][CH2:4]3)=[CH:9][CH:10]=2)[NH:5][C:4](=[O:17])[CH:3]=1 |f:1.2,3.4,9.10.11|. Conditions: time 3 hour. The product is Cl.Cl.CC1=CC(NC2=CC(=CC=C12)OCCCN1CCN(CC1)C1=CC=CC=C1)=O (4-methyl-7-[3-(4-phenylpiperazinyl)propoxy]carbostyril dihydrochloride). The solvent is CC(=O)C (acetone), CO (methanol). Reactants: C(C)OC(=O)C=1C(=NN(C1)C1=CC=CC=C1)N (3-Amino-1-phenyl-1H-pyrazole-4-carboxylic acid ethyl ester), N(=O)OCCC(C)C (isoamyl nitrite). Solvent: O1CCCC1 (tetrahydrofuran). Reaction conditions: temperature 65 celsius, time 3 hour. The product is C(C)OC(=O)C=1C=NN(C1)C1=CC=CC=C1 (1-phenyl-1H-pyrazole-4-carboxylic acid ethyl ester). The yield is 71.0%. As a reaction SMILES: [CH2:1]([O:3][C:4]([C:6]1[C:7](N)=[N:8][N:9]([C:11]2[CH:16]=[CH:15][CH:14]=[CH:13][CH:12]=2)[CH:10]=1)=[O:5])[CH3:2].N(OCCC(C)C)=O>O1CCCC1>[CH2:1]([O:3][C:4]([C:6]1[CH:7]=[N:8][N:9]([C:11]2[CH:16]=[CH:15][CH:14]=[CH:13][CH:12]=2)[CH:10]=1)=[O:5])[CH3:2]. Procedure details: 3-Amino-1-phenyl-1H-pyrazole-4-carboxylic acid ethyl ester (64.8 g) synthesized in Reference Example 15 was dissolved in tetrahydrofuran (500 mL), isoamyl nitrite (98.5 g) was added, and the mixture was stirred at 65° C. for 3 hr. After cooling, the reaction mixture was concentrated under reduced pressure. Hexane (500 mL) was added to the residue, and the residue was washed by suspending and filtered. The obtained solid was vacuum dried to give the title compound (43.0 g) as a white solid.